This data is from the Open Reaction Database (ORD), a public repository of structured organic reaction records. The task is: describe an organic reaction: reactants, conditions, products, and yield The reactants are ClC1=CC=C(C=C1)[C@H](C[N+](=O)[O-])C(C(=O)OC)C(=O)OC (dimethyl (R)-2-(1-(4-chlorophenyl)-2-nitroethyl)malonate). Reagents/catalysts: [Ni] (nickel). Solvent: CO (methanol). The product is ClC1=CC=C(C=C1)[C@H]1[C@@H](C(NC1)=O)C(=O)OC (methyl (3S,4R)-4-(4-chlorophenyl)-2-oxopyrrolidine-3-carboxylate). The yield is 85.7%. Reaction SMILES: [Cl:1][C:2]1[CH:7]=[CH:6][C:5]([C@@H:8]([CH:13]([C:18]([O:20][CH3:21])=[O:19])[C:14](OC)=[O:15])[CH2:9][N+:10]([O-])=O)=[CH:4][CH:3]=1>[Ni].CO>[Cl:1][C:2]1[CH:7]=[CH:6][C:5]([C@@H:8]2[CH2:9][NH:10][C:14](=[O:15])[C@H:13]2[C:18]([O:20][CH3:21])=[O:19])=[CH:4][CH:3]=1. Procedure: To 210 ml of methanol was added 42.0 g (133 mmol) of dimethyl (R)-2-(1-(4-chlorophenyl)-2-nitroethyl)malonate and developed nickel (21 g), and the mixture was reacted at 35° C. for 8 hours under a hydrogen pressure of 0.5 Mpa (gauge pressure). After completion of the reaction, the nickel catalyst was filtrated, and the filtrate was concentrated under reduced pressure. Ethyl acetate and water were added to cause liquid-separation, the organic layer was concentrate under reduced pressure, and crys... The reactants are Cl.CN(CCCN=C=NCC)C (1-(3-dimethylaminopropyl)-3-ethylcarbodiimide hydrochloride), Cl.NC1C(N(C2=CC=CC=C12)CCCCC)=O (3-amino-2,3-dihydro-1-pentyl-1H-indol-2-one hydrochloride), C1C(CCC2=CC=CC=C12)C(=O)O (1,2,3,4-tetrahydronaphthalene-2-carboxylic acid), ON1N=NC2=C1C=CC=C2 (1-hydroxybenzotriazole). Run in C(Cl)Cl (methylene chloride), C(C)N(CC)CC (triethylamine). Conditions: time 1 hour. Yields the product O=C1N(C2=CC=CC=C2C1NC(=O)C1CC2=CC=CC=C2CC1)CCCCC (N-(2,3-dihydro-2-oxo-1-pentyl-1H-indol-3-yl)-1,2,3,4-tetrahydronaphthalene-2-carboxamide). Isolated yield 75.4%. As a reaction SMILES: Cl.CN(C)CCCN=C=NCC.Cl.[NH2:14][CH:15]1[C:23]2[C:18](=[CH:19][CH:20]=[CH:21][CH:22]=2)[N:17]([CH2:24][CH2:25][CH2:26][CH2:27][CH3:28])[C:16]1=[O:29].[CH2:30]1[C:39]2[C:34](=[CH:35][CH:36]=[CH:37][CH:38]=2)[CH2:33][CH2:32][CH:31]1[C:40](O)=[O:41].ON1C2C=CC=CC=2N=N1>C(N(CC)CC)C.C(Cl)Cl>[O:29]=[C:16]1[CH:15]([NH:14][C:40]([CH:31]2[CH2:32][CH2:33][C:34]3[C:39](=[CH:38][CH:37]=[CH:36][CH:35]=3)[CH2:30]2)=[O:41])[C:23]2[C:18](=[CH:19][CH:20]=[CH:21][CH:22]=2)[N:17]1[CH2:24][CH2:25][CH2:26][CH2:27][CH3:28] |f:0.1,2.3|. Reported procedure: Under ice cooling, 1.10 g of 1-(3-dimethylaminopropyl)-3-ethylcarbodiimide hydrochloride was added to a stirred mixture of 1.22 g of 3-amino-2,3-dihydro-1-pentyl-1H-indol-2-one hydrochloride, 0.93 g of 1,2,3,4-tetrahydronaphthalene-2-carboxylic acid, 0.72 g of 1-hydroxybenzotriazole and 40 ml of methylene chloride. After the reaction mixture was stirred under ice cooling for 1 hour, 1.0 ml of triethylamine was added to the mixture. The resulting mixture was stirred under ice cooling for 2 hours ... The reactants are CCCC[N+](CCCC)(CCCC)CCCC, CCOC(C)=O, COC(=O)C1CCCCN1S(=O)(=O)N1CCC(c2ccn([Si](C(C)C)(C(C)C)C(C)C)c2)CC1, [F-], C1CCOC1. The product is COC(=O)C1CCCCN1S(=O)(=O)N1CCC(c2cc[nH]c2)CC1. RXN SMILES: [CH3:2][CH2:3][CH2:4][CH2:5][N+:6]([CH2:7][CH2:8][CH2:9][CH3:10])([CH2:11][CH2:12][CH2:13][CH3:14])[CH2:15][CH2:16][CH2:17][CH3:18].[CH3:58][CH2:59][O:60][C:61](=[O:62])[CH3:63].[CH:19]([Si:20]([CH:21]([CH3:22])[CH3:47])([n:23]1[cH:24][c:25]([CH:28]2[CH2:29][CH2:30][N:31]([S:34](=[O:35])(=[O:36])[N:37]3[CH:38]([C:43](=[O:44])[O:45][CH3:46])[CH2:39][CH2:40][CH2:41][CH2:42]3)[CH2:32][CH2:33]2)[cH:26][cH:27]1)[CH:48]([CH3:49])[CH3:50])([CH3:51])[CH3:52].[F-:1].[O:53]1[CH2:54][CH2:55][CH2:56][CH2:57]1>>[nH:23]1[cH:24][c:25]([CH:28]2[CH2:29][CH2:30][N:31]([S:34](=[O:35])(=[O:36])[N:37]3[CH:38]([C:43](=[O:44])[O:45][CH3:46])[CH2:39][CH2:40][CH2:41][CH2:42]3)[CH2:32][CH2:33]2)[cH:26][cH:27]1. The reactants are CCNc1nc(C(F)(F)F)ccc1C=CC(=O)O, Cl, CS(=O)(=O)Nc1c(F)cc(CN)cc1C#N. The product is CCNc1nc(C(F)(F)F)ccc1C=CC(=O)NCc1cc(F)c(NS(C)(=O)=O)c(C#N)c1. Reaction SMILES: [CH2:18]([CH3:19])[NH:20][c:21]1[n:22][c:23]([C:32]([F:33])([F:34])[F:35])[cH:24][cH:25][c:26]1[CH:27]=[CH:28][C:29](=[O:30])[OH:31].[ClH:17].[NH2:1][CH2:2][c:3]1[cH:4][c:5]([C:15]#[N:16])[c:6]([NH:10][S:11](=[O:12])(=[O:13])[CH3:14])[c:7]([F:9])[cH:8]1>>[NH:1]([CH2:2][c:3]1[cH:4][c:5]([C:15]#[N:16])[c:6]([NH:10][S:11](=[O:12])(=[O:13])[CH3:14])[c:7]([F:9])[cH:8]1)[C:29]([CH:28]=[CH:27][c:26]1[c:21]([NH:20][CH2:18][CH3:19])[n:22][c:23]([C:32]([F:33])([F:34])[F:35])[cH:24][cH:25]1)=[O:30].